From a dataset of the Open Reaction Database (ORD), a public repository of structured organic reaction records. describe an organic reaction: reactants, conditions, products, and yield Starting materials: Cl.NCC1=C2C(N(C(C2=CC=C1)=O)C1C(NC(CC1)=O)=O)=O (4-aminomethyl-2-(2,6-dioxopiperidin-3-yl)isoindole-1,3-dione hydrochloride), C1OC=2C=C(C=CC2O1)N=C=O (3,4-methylenedioxyphenyl isocyanate), C(C)(C)N(CC)C(C)C (diisopropylethylamine). The solvent is N1=CC=CC=C1 (pyridine). Run at temperature 40 celsius. Product: C1OC=2C=C(C=CC2O1)NC(=O)NCC1=C2C(N(C(C2=CC=C1)=O)C1C(NC(CC1)=O)=O)=O (1-(3,4-METHYLENEDIOXYPHENYL)-3-[2-(2,6-DIOXOPIPERIDIN-3-YL)-1,3-DIOXO-2,3-DIHYDRO-1H-ISOINDOL-4-YLMETHYL]UREA). The yield is 77.7%. As a reaction SMILES: Cl.[NH2:2][CH2:3][C:4]1[CH:12]=[CH:11][CH:10]=[C:9]2[C:5]=1[C:6](=[O:22])[N:7]([CH:14]1[CH2:19][CH2:18][C:17](=[O:20])[NH:16][C:15]1=[O:21])[C:8]2=[O:13].[CH2:23]1[O:31][C:30]2[CH:29]=[CH:28][C:27]([N:32]=[C:33]=[O:34])=[CH:26][C:25]=2[O:24]1.C(N(C(C)C)CC)(C)C>N1C=CC=CC=1>[CH2:23]1[O:31][C:30]2[CH:29]=[CH:28][C:27]([NH:32][C:33]([NH:2][CH2:3][C:4]3[CH:12]=[CH:11][CH:10]=[C:9]4[C:5]=3[C:6](=[O:22])[N:7]([CH:14]3[CH2:19][CH2:18][C:17](=[O:20])[NH:16][C:15]3=[O:21])[C:8]4=[O:13])=[O:34])=[CH:26][C:25]=2[O:24]1 |f:0.1|. Procedure: A mixture of 4-aminomethyl-2-(2,6-dioxopiperidin-3-yl)isoindole-1,3-dione hydrochloride (0.50 g, 1.6 mmol), 3,4-methylenedioxyphenyl isocyanate (0.25 g, 1.6 mmol), and diisopropylethylamine (0.40 g, 3.1 mmol) in 10 mL pyridine was warmed to 40° C. with stirring under N2, and the resulting solution was stirred at the same temperature for 2 hours. The mixture was cooled, and the solvent was evaporated under vacuum. The residue was chromatographed, eluting with 95:5 methylene chloride-methanol, to ...